Dataset: the Open Reaction Database (ORD), a public repository of structured organic reaction records. Task: describe an organic reaction: reactants, conditions, products, and yield Starting materials: [H-] (hydride), C12(C(=O)CC(CC1)C2(C)C)C (camphor), [2H-].[Al+3].[Li+].[2H-].[2H-].[2H-] (lithium aluminum deuteride). Run in CCOCC (ether), CCOCC (ether), CCOCC (ether). Product: CC1(C2CCC1(C(C2)O)C)C (isoborneol). The yield is 98.7%. As a reaction SMILES: [2H-].[Al+3].[Li+].[2H-].[2H-].[2H-].[C:7]12([CH3:17])[C:14]([CH3:16])([CH3:15])[CH:11]([CH2:12][CH2:13]1)[CH2:10][C:8]2=[O:9].[H-]>CCOCC>[CH3:15][C:14]1([CH3:16])[C:7]2([CH3:17])[CH:8]([OH:9])[CH2:10][CH:11]1[CH2:12][CH2:13]2 |f:0.1.2.3.4.5|. Procedure: To a slurry of lithium aluminum deuteride (LiAlD4) (0.012 g) in anhydrous ether (1 mL) was added, with stirring, camphor (0.1 g) in ether (2 mL), followed by heating at reflux for 3 hours. After cooling to room temperature, the excess hydride was decomposed by addition of moist ether, then the organic layer was washed with brine, dried (Na2CO4) and evaporated to give a quantitative yield of deuteriated isoborneol (0.1 g). 2H NMR (hexanes): δ 3.75. See B. Belleau, J. Am. Chem. Soc., 82, p. 5751 (... The reactants are CC1(OB(OC1(C)C)C1=CC2=C(N=C(S2)NC(C)=O)C=C1)C (N-(6-(4,4,5,5-tetramethyl-1,3,2-dioxaborolan-2-yl)benzo[d]thiazol-2-yl)acetamide), C([O-])([O-])=O.[Na+].[Na+] (sodium carbonate), ClC1=NC=CC(=C1)I (2-chloro-4-iodopyridine). The reagents and catalysts are C=1C=CC(=CC1)[P](C=2C=CC=CC2)(C=3C=CC=CC3)[Pd]([P](C=4C=CC=CC4)(C=5C=CC=CC5)C=6C=CC=CC6)([P](C=7C=CC=CC7)(C=8C=CC=CC8)C=9C=CC=CC9)[P](C=1C=CC=CC1)(C=1C=CC=CC1)C=1C=CC=CC1 (tetrakis(triphenylphosphine)palladium(0)). Run in O1CCOCC1 (1,4-dioxane). Run at temperature 90 celsius, time 3 hour. Yields the product ClC1=NC=CC(=C1)C1=CC2=C(N=C(S2)NC(C)=O)C=C1 (N-(6-(2-chloropyridin-4-yl)benzo[d]thiazol-2-yl)acetamide). Reaction SMILES: [Cl:1][C:2]1[CH:7]=[C:6](I)[CH:5]=[CH:4][N:3]=1.CC1(C)C(C)(C)OB([C:17]2[CH:29]=[CH:28][C:20]3[N:21]=[C:22]([NH:24][C:25](=[O:27])[CH3:26])[S:23][C:19]=3[CH:18]=2)O1.C(=O)([O-])[O-].[Na+].[Na+]>O1CCOCC1.C1C=CC([P]([Pd]([P](C2C=CC=CC=2)(C2C=CC=CC=2)C2C=CC=CC=2)([P](C2C=CC=CC=2)(C2C=CC=CC=2)C2C=CC=CC=2)[P](C2C=CC=CC=2)(C2C=CC=CC=2)C2C=CC=CC=2)(C2C=CC=CC=2)C2C=CC=CC=2)=CC=1>[Cl:1][C:2]1[CH:7]=[C:6]([C:17]2[CH:29]=[CH:28][C:20]3[N:21]=[C:22]([NH:24][C:25](=[O:27])[CH3:26])[S:23][C:19]=3[CH:18]=2)[CH:5]=[CH:4][N:3]=1 |f:2.3.4,^1:46,48,67,86|. Procedure: 2-chloro-4-iodopyridine (0.500 g, 2 mmol) was dissolved in 1,4-dioxane (15 ml), then N-(6-(4,4,5,5-tetramethyl-1,3,2-dioxaborolan-2-yl)benzo[d]thiazol-2-yl)acetamide (0.800 g, 3 mmol), tetrakis(triphenylphosphine)palladium(0) (0.300 g, 0.3 mmol) and 2M sodium carbonate (2 ml, 4 mmol) was added to the mixture. The round-bottom flask was fitted with a reflux condenser and placed into a pre-heated (90° C.) bath. The mixture was allowed to stir under inert atmosphere for 3 hours. The progress of the... Starting materials: C(C)(C)(C)OC(=O)N1CCC2N(CC(C21)COC2=CC(=C(C=C2)F)F)C(=O)OCC2=CC=CC=C2 (3-(3,4-Difluoro-phenoxymethyl)-hexahydro-pyrrolo[3,2-b]pyrrole-1,4-dicarboxylic acid 1-benzyl ester 4-tert-butyl ester), C(=O)(C(F)(F)F)O (TFA). Solvent: C(Cl)Cl (DCM). Run at time 20 minute. Product: C(C1=CC=CC=C1)OC(=O)N1C2C(C(C1)COC1=CC(=C(C=C1)F)F)NCC2 (3-(3,4-Difluoro-phenoxymethyl)-hexahydro-pyrrolo[3,2-b]pyrrole-1-carboxylic acid benzyl ester). Reaction SMILES: C(OC([N:8]1[CH:15]2[CH:11]([N:12]([C:26]([O:28][CH2:29][C:30]3[CH:35]=[CH:34][CH:33]=[CH:32][CH:31]=3)=[O:27])[CH2:13][CH:14]2[CH2:16][O:17][C:18]2[CH:23]=[CH:22][C:21]([F:24])=[C:20]([F:25])[CH:19]=2)[CH2:10][CH2:9]1)=O)(C)(C)C.C(O)(C(F)(F)F)=O>C(Cl)Cl>[CH2:29]([O:28][C:26]([N:12]1[CH2:13][CH:14]([CH2:16][O:17][C:18]2[CH:23]=[CH:22][C:21]([F:24])=[C:20]([F:25])[CH:19]=2)[CH:15]2[NH:8][CH2:9][CH2:10][CH:11]12)=[O:27])[C:30]1[CH:31]=[CH:32][CH:33]=[CH:34][CH:35]=1. Procedure: A solution of phenol-ether 78 (0.86 g, 1.8 mmol) in DCM (10 mL) was treated with TFA (3 mL) at 0° C. After 20 min, the reaction was warmed to ambient temperature. After 1 h, the solution was concentrated, diluted with EtOAc, washed successively with saturated aqueous NaHCO3, and brine, dried over anhydrous Na2SO4, filtered and concentrated. The aqueous phase was back-extracted with DCM and the combined organic extracts were concentrated to give amine 80 as an orange-colored oil that was used wit... RXN SMILES: [CH:1]1([N:5]2[CH2:11][CH2:10][C:9]3[CH:12]=[C:13]([OH:16])[CH:14]=[CH:15][C:8]=3[CH2:7][CH2:6]2)[CH2:4][CH2:3][CH2:2]1.I[C:18]1[CH:19]=[CH:20][C:21]([C:24]#[N:25])=[N:22][CH:23]=1>>[CH:1]1([N:5]2[CH2:6][CH2:7][C:8]3[CH:15]=[CH:14][C:13]([O:16][C:18]4[CH:19]=[CH:20][C:21]([C:24]#[N:25])=[N:22][CH:23]=4)=[CH:12][C:9]=3[CH2:10][CH2:11]2)[CH2:4][CH2:3][CH2:2]1. Starting materials: C1(CCC1)N1CCC2=C(CC1)C=C(C=C2)O (3-Cyclobutyl-2,3,4,5-tetrahydro-1H-benzo[d]azepin-7-ol), IC=1C=CC(=NC1)C#N (5-iodo-2-pyridinecarbonitrile). The product is C1(CCC1)N1CCC2=C(CC1)C=CC(=C2)OC=2C=CC(=NC2)C#N (5-[(3-Cyclobutyl-2,3,4,5-tetrahydro-1H-3-benzazepin-7-yl)oxy]-2-pyridinecarbonitrile). Procedure details: The title compound (E206) was prepared from 3-cyclobutyl-2,3,4,5-tetrahydro-1H-3-benzazepin-7-ol (E3) and 5-iodo-2-pyridinecarbonitrile (Biochemical Journal, 1973, 131(4), 625) according to the method outlined for E177a; MS (ES+) m/e 320 [M+H]+. Starting materials: CCOC(=O)CC#N, CC(=O)O, CN([SiH](C)C)[Si](C)(C)C, CCOC(C)=O, O=C1CCCC1, O. Yields the product CCOC(=O)C(C#N)=C1CCCC1. Reaction SMILES: [C:20](#[N:21])[CH2:22][C:23](=[O:24])[O:25][CH2:26][CH3:27].[CH3:10][C:11](=[O:12])[OH:13].[CH3:1][SiH:2]([CH3:3])[N:4]([CH3:5])[Si:6]([CH3:7])([CH3:8])[CH3:9].[CH3:29][CH2:30][O:31][C:32](=[O:33])[CH3:34].[O:14]=[C:15]1[CH2:16][CH2:17][CH2:18][CH2:19]1.[OH2:28]>>[C:15]1(=[C:22]([C:20]#[N:21])[C:23](=[O:24])[O:25][CH2:26][CH3:27])[CH2:16][CH2:17][CH2:18][CH2:19]1. The product is NC(N(CCCCCCC)C)=NN=CC1=CNC2=CC=C(C=C12)O (5-Hydroxy-indole-3-carboxaldehyde amino(N-methyl-N-heptylamino)methylenehydrazone). As a reaction SMILES: [NH2:1][C:2](=[N:12][N:13]=[CH:14][C:15]1[C:23]2[C:18](=[CH:19][CH:20]=[C:21]([O:24]CC3C=CC=CC=3)[CH:22]=2)[NH:17][CH:16]=1)[N:3]([CH3:11])[CH2:4][CH2:5][CH2:6][CH2:7][CH2:8][CH2:9][CH3:10]>CCO.[Pd]>[NH2:1][C:2](=[N:12][N:13]=[CH:14][C:15]1[C:23]2[C:18](=[CH:19][CH:20]=[C:21]([OH:24])[CH:22]=2)[NH:17][CH:16]=1)[N:3]([CH3:11])[CH2:4][CH2:5][CH2:6][CH2:7][CH2:8][CH2:9][CH3:10]. Solvent: CCO (EtOH). Reagents/catalysts: [Pd] (Pd/C). Conditions: time 8 hour. The reactants are NC(N(CCCCCCC)C)=NN=CC1=CNC2=CC=C(C=C12)OCC1=CC=CC=C1 (5-benzyloxy-indole-3-carboxaldehyde amino(N-methyl-N-heptylamino)methylene hydrazone). Reported procedure: To a solution of 0.48 g 5-benzyloxy-indole-3-carboxaldehyde amino(N-methyl-N-heptylamino)methylene hydrazone (1.1 mmol) in EtOH there is added 0.25 g 10% Pd/C. The suspension is hydrogenated overnight at 45° C. Afterwards the suspension is filtered over silica gel, the solvent is evaporated and the residue is chromatographed over silica gel (eluant:toluene/EtOH/NH3 85:15:1) to yield the title compound. The pure material is crystallized from CH2Cl2 /Hexane 2: 8.